Dataset: the Open Reaction Database (ORD), a public repository of structured organic reaction records. Task: describe an organic reaction: reactants, conditions, products, and yield Reactants: OBO, COc1ccc(Cl)cc1, O=S(=O)(c1ccccc1)c1c(F)cc(Br)cc1F. RXN SMILES: [BH:19]([OH:20])[OH:21].[Cl:22][c:23]1[cH:24][cH:25][c:26]([O:29][CH3:30])[cH:27][cH:28]1.[c:1]1([S:7](=[O:8])(=[O:9])[c:10]2[c:11]([F:18])[cH:12][c:13]([Br:17])[cH:14][c:15]2[F:16])[cH:2][cH:3][cH:4][cH:5][cH:6]1>>[c:1]1([S:7](=[O:8])(=[O:9])[c:10]2[c:11]([F:18])[cH:12][c:13](-[c:25]3[cH:24][c:23]([Cl:22])[cH:28][cH:27][c:26]3[O:29][CH3:30])[cH:14][c:15]2[F:16])[cH:2][cH:3][cH:4][cH:5][cH:6]1. Product: COc1ccc(Cl)cc1-c1cc(F)c(S(=O)(=O)c2ccccc2)c(F)c1. The reactants are CN=C=O, [K+], [K+], O=C([O-])[O-], C1CCOC1, Oc1ccc2c(ccn2Cc2ccncc2)c1. Product: CNC(=O)Oc1ccc2c(ccn2Cc2ccncc2)c1. As a reaction SMILES: [CH3:24][N:25]=[C:26]=[O:27].[K+:18].[K+:19].[O-:20][C:21]([O-:22])=[O:23].[O:28]1[CH2:29][CH2:30][CH2:31][CH2:32]1.[n:1]1[cH:2][cH:3][c:4]([CH2:7][n:8]2[cH:9][cH:10][c:11]3[cH:12][c:13]([OH:17])[cH:14][cH:15][c:16]23)[cH:5][cH:6]1>>[n:1]1[cH:2][cH:3][c:4]([CH2:7][n:8]2[cH:9][cH:10][c:11]3[cH:12][c:13]([O:17][C:26]([NH:25][CH3:24])=[O:27])[cH:14][cH:15][c:16]23)[cH:5][cH:6]1.